This data is from the Open Reaction Database (ORD), a public repository of structured organic reaction records. The task is: describe an organic reaction: reactants, conditions, products, and yield The reactants are O=C1NN=CC(N1)=O (3,5-dioxo-(2H,4H)-1,2,4-triazine), C(C)(=O)OC(C)=O (acetic anhydride). Conditions: temperature 0 celsius. Product: C(C)(=O)N1N=CC(NC1=O)=O (2-acetyl-3,5-dioxo-(2H,4H)-1,2,4-triazine). Reaction SMILES: [O:1]=[C:2]1[NH:7][C:6](=[O:8])[CH:5]=[N:4][NH:3]1.[C:9](OC(=O)C)(=[O:11])[CH3:10]>>[C:9]([N:3]1[C:2](=[O:1])[NH:7][C:6](=[O:8])[CH:5]=[N:4]1)(=[O:11])[CH3:10]. Procedure: 3,5-dioxo-(2H,4H)-1,2,4-triazine (48.88 g) is heated under reflux of acetic anhydride (300 ml) for 90 minutes. After cooling and concentration to dryness under vacuum, the residue is taken up in toluene (300 ml) and cooled at 0° C. for 2 hours. The white precipitate which forms is filtered off, centrifuged, and dried under vacuum at 70° C. so as to give the compound 11a (57.6 g). Product: C1(CC1)C=1C=C(OC1)C=O (4-cyclopropylfuran-2-carbaldehyde). Run in O (water), C1(=CC=CC=C1)C (toluene). Procedure: The title compound was synthesized from 4-bromo-furan-2-carbaldehyde (300 mg, 1.71 mmol) and cyclopropylboronic acid (171 mg, 1.99 mmol), using the conditions to synthesize 4-(4-chlorobenzyl)thiophene-2-carbaldehyde, with the exception that the reaction was run in toluene (7.5 mL) and water (0.5 mL), and triphenylphosphine was replaced with tricyclohexylphosphine (48 mg, 0.17 mmol). Purification by flash chromatography (0-60% EtOAc in heptane) provided 4-cyclopropylfuran-2-carbaldehyde as an ora... RXN SMILES: Br[C:2]1[CH:3]=[C:4]([CH:7]=[O:8])[O:5][CH:6]=1.[CH:9]1(B(O)O)[CH2:11][CH2:10]1.ClC1C=CC(CC2C=C(C=O)SC=2)=CC=1.C1(P(C2C=CC=CC=2)C2C=CC=CC=2)C=CC=CC=1.C1(P(C2CCCCC2)C2CCCCC2)CCCCC1>C1(C)C=CC=CC=1.O>[CH:9]1([C:2]2[CH:3]=[C:4]([CH:7]=[O:8])[O:5][CH:6]=2)[CH2:11][CH2:10]1. Yield: 30.9%. Starting materials: C1(=CC=CC=C1)P(C1=CC=CC=C1)C1=CC=CC=C1 (triphenylphosphine), BrC=1C=C(OC1)C=O (4-bromo-furan-2-carbaldehyde), C1(CC1)B(O)O (cyclopropylboronic acid), C1(CCCCC1)P(C1CCCCC1)C1CCCCC1 (tricyclohexylphosphine), ClC1=CC=C(CC=2C=C(SC2)C=O)C=C1 (4-(4-chlorobenzyl)thiophene-2-carbaldehyde). The reactants are C(C)(C)NC(C)C (diisopropylamine), P(=O)(O)(O)[O-].[K+] (potassium dihydrogen phosphate), COCC(=O)Cl (methoxyacetyl chloride), N1C(C=CC=C1)=O (pyridinone), C(CCC)[Li] (n-butyllithium), CN(C=C(C(C)=O)C1=CC(=CC=C1)C(F)(F)F)C (1-dimethylamino-2-(3-trifluoromethylphenyl)-1-butene-3-one). The solvent is O1CCCC1 (tetrahydrofuran), CN(P(=O)(N(C)C)N(C)C)C (hexamethylphosphoramide), O1CCCC1 (tetrahydrofuran), O1CCCC1 (tetrahydrofuran). Reaction conditions: time 55 minute. Yields the product CN(C=C(C(CC(COC)=O)=O)C1=CC(=CC=C1)C(F)(F)F)C (1-Dimethylamino-6-methoxy-2-(3-trifluoromethylphenyl)-1-hexene-3,5-dione). RXN SMILES: C(NC(C)C)(C)C.C([Li])CCC.[CH3:13][N:14]([CH3:30])[CH:15]=[C:16]([C:20]1[CH:25]=[CH:24][CH:23]=[C:22]([C:26]([F:29])([F:28])[F:27])[CH:21]=1)[C:17](=[O:19])[CH3:18].[CH3:31][O:32][CH2:33][C:34](Cl)=[O:35].P([O-])(O)(O)=O.[K+].N1C=CC=CC1=O>O1CCCC1.CN(C)P(N(C)C)(N(C)C)=O>[CH3:30][N:14]([CH3:13])[CH:15]=[C:16]([C:20]1[CH:25]=[CH:24][CH:23]=[C:22]([C:26]([F:28])([F:27])[F:29])[CH:21]=1)[C:17](=[O:19])[CH2:18][C:34](=[O:35])[CH2:33][O:32][CH3:31] |f:4.5|. Procedure: A 3.9 g. portion of diisopropylamine was dissolved in 170 ml. of dry tetrahydrofuran, and the mixture was chilled under a nitrogen blanket to about -70°. Sixteen ml. of 2.4-molar n-butyllithium solution was added dropwise at constant temperature and the mixture was stirred for 55 minutes. To the mixture was then added 8.3 g. of 1-dimethylamino-2-(3-trifluoromethylphenyl)-1-butene-3-one dissolved in 25 ml. of tetrahydrofuran and 50 ml. of hexamethylphosphoramide over a period of 5 minutes. The mi... The reactants are CCCCc1nc2cc(C)c(C)cc2n1Cc1ccc(-c2ccccc2C(=O)OC(C)(C)C)cc1, ClCCl, O=C(O)C(F)(F)F. Product: CCCCc1nc2cc(C)c(C)cc2n1Cc1ccc(-c2ccccc2C(=O)O)cc1. RXN SMILES: [CH2:1]([CH2:2][CH2:3][CH3:4])[c:5]1[n:6][c:7]2[c:8]([n:9]1[CH2:10][c:11]1[cH:12][cH:13][c:14](-[c:17]3[c:18]([C:23](=[O:24])[O:25][C:26]([CH3:27])([CH3:28])[CH3:29])[cH:19][cH:20][cH:21][cH:22]3)[cH:15][cH:16]1)[cH:30][c:31]([CH3:35])[c:32]([CH3:34])[cH:33]2.[CH2:43]([Cl:44])[Cl:45].[OH:36][C:37]([C:38]([F:39])([F:40])[F:41])=[O:42]>>[CH2:1]([CH2:2][CH2:3][CH3:4])[c:5]1[n:6][c:7]2[c:8]([n:9]1[CH2:10][c:11]1[cH:12][cH:13][c:14](-[c:17]3[c:18]([C:23](=[O:24])[OH:25])[cH:19][cH:20][cH:21][cH:22]3)[cH:15][cH:16]1)[cH:30][c:31]([CH3:35])[c:32]([CH3:34])[cH:33]2.